From a dataset of the Open Reaction Database (ORD), a public repository of structured organic reaction records. describe an organic reaction: reactants, conditions, products, and yield Reactants: COC1=CC=C(C=N1)NC1=NC=C(C=O)C=C1C1=C2N=CN(C2=NC(=N1)C)C1OCCCC1 (6-(6-Methoxypyridin-3-ylamino)-5-(2-methyl-9-(tetrahydro-2H-pyran-2-yl)-9H-purin-6-yl)nicotinaldehyde), [BH4-].[Na+] (sodium borohydride), [BH4-].[Na+] (NaBH4), C(Cl)Cl (DCM), Cl (HCl). Solvent: CO (methanol), CO (MeOH). Reaction conditions: time 75 minute. Product: COC1=CC=C(C=N1)NC1=C(C=C(C=N1)CO)C1=C2N=CNC2=NC(=N1)C ((6-(6-methoxypyridin-3-ylamino)-5-(2-methyl-9H-purin-6-yl)pyridin-3-yl)methanol). Yield: 71.2%. As a reaction SMILES: [CH3:1][O:2][C:3]1[N:8]=[CH:7][C:6]([NH:9][C:10]2[C:17]([C:18]3[N:26]=[C:25]([CH3:27])[N:24]=[C:23]4[C:19]=3[N:20]=[CH:21][N:22]4C3CCCCO3)=[CH:16][C:13]([CH:14]=[O:15])=[CH:12][N:11]=2)=[CH:5][CH:4]=1.[BH4-].[Na+].C(Cl)Cl.Cl>CO>[CH3:1][O:2][C:3]1[N:8]=[CH:7][C:6]([NH:9][C:10]2[N:11]=[CH:12][C:13]([CH2:14][OH:15])=[CH:16][C:17]=2[C:18]2[N:26]=[C:25]([CH3:27])[N:24]=[C:23]3[C:19]=2[N:20]=[CH:21][NH:22]3)=[CH:5][CH:4]=1 |f:1.2|. Reported procedure: 6-(6-Methoxypyridin-3-ylamino)-5-(2-methyl-9-(tetrahydro-2H-pyran-2-yl)-9H-purin-6-yl)nicotinaldehyde (157 mg, 0.352 mmol) was dissolved in methanol (5.0 mL) and sodium borohydride (21.6 mg, 0.571 mmol) was added. The reaction was stirred at room temperature for 75 minutes, and then more NaBH4 (26 mg, 0.69 mmol) was added, along with DCM (3 mL). After 40 more minutes, 5N aqueous HCl (0.50 mL, 2.5 mmol) was added, along with a MeOH rinse (about 1 mL), and stirring was continued at room temperatur... The reactants are CCNc1cc(OC)ccc1C1CCc2cc(OC(=O)C(C)(C)C)ccc2C1, O=Cc1ccc(CC(=O)O)cc1. Product: COc1ccc(C2CCc3cc(OC(=O)C(C)(C)C)ccc3C2)c(NCCCc2ccc(CC(=O)O)cc2)c1. RXN SMILES: [CH2:1]([CH3:2])[NH:3][c:4]1[c:5]([CH:12]2[CH2:13][c:14]3[cH:15][cH:16][c:17]([O:22][C:23]([C:24]([CH3:25])([CH3:26])[CH3:27])=[O:28])[cH:18][c:19]3[CH2:20][CH2:21]2)[cH:6][cH:7][c:8]([O:10][CH3:11])[cH:9]1.[CH:29](=[O:30])[c:31]1[cH:32][cH:33][c:34]([CH2:37][C:38](=[O:39])[OH:40])[cH:35][cH:36]1>>[CH2:1]([CH2:2][CH2:29][c:31]1[cH:32][cH:33][c:34]([CH2:37][C:38](=[O:39])[OH:40])[cH:35][cH:36]1)[NH:3][c:4]1[c:5]([CH:12]2[CH2:13][c:14]3[cH:15][cH:16][c:17]([O:22][C:23]([C:24]([CH3:25])([CH3:26])[CH3:27])=[O:28])[cH:18][c:19]3[CH2:20][CH2:21]2)[cH:6][cH:7][c:8]([O:10][CH3:11])[cH:9]1. Reactants: COc1ccc(C=O)cc1, CCOP(=O)(Cc1ccc([N+](=O)[O-])cc1)OCC. Yields the product COc1ccc(C=Cc2ccc([N+](=O)[O-])cc2)cc1. Reaction SMILES: [CH3:19][O:20][c:21]1[cH:22][cH:23][c:24]([CH:25]=[O:26])[cH:27][cH:28]1.[N+:1](=[O:2])([O-:3])[c:4]1[cH:5][cH:6][c:7]([CH2:8][P:9](=[O:10])([O:11][CH2:12][CH3:13])[O:14][CH2:15][CH3:16])[cH:17][cH:18]1>>[N+:1](=[O:2])([O-:3])[c:4]1[cH:5][cH:6][c:7]([CH:8]=[CH:25][c:24]2[cH:23][cH:22][c:21]([O:20][CH3:19])[cH:28][cH:27]2)[cH:17][cH:18]1. Starting materials: CCOCCCN, CO, ClCCl, CN(C)C=O, O, O=C(O)c1cc2[nH]nc(-c3cc4cc(CO)ccc4[nH]3)c2s1, On1nnc2ccccc21. Product: CCOCCCNC(=O)c1cc2[nH]nc(-c3cc4cc(CO)ccc4[nH]3)c2s1. Reaction SMILES: [CH2:38]([CH3:39])[O:40][CH2:41][CH2:42][CH2:43][NH2:44].[CH3:48][OH:49].[Cl:45][CH2:46][Cl:47].[O:33]=[CH:34][N:35]([CH3:36])[CH3:37].[OH2:50].[OH:1][CH2:2][c:3]1[cH:4][c:5]2[cH:6][c:7](-[c:12]3[c:13]4[c:14]([nH:15][n:16]3)[cH:17][c:18]([C:20](=[O:21])[OH:22])[s:19]4)[nH:8][c:9]2[cH:10][cH:11]1.[OH:23][n:24]1[c:25]2[cH:26][cH:27][cH:28][cH:29][c:30]2[n:31][n:32]1>>[OH:1][CH2:2][c:3]1[cH:4][c:5]2[cH:6][c:7](-[c:12]3[c:13]4[c:14]([nH:15][n:16]3)[cH:17][c:18]([C:20](=[O:21])[NH:44][CH2:43][CH2:42][CH2:41][O:40][CH2:38][CH3:39])[s:19]4)[nH:8][c:9]2[cH:10][cH:11]1. The reactants are CC(CC(C=CC1=CC=CC=C1)=O)C (5-Methyl-1-phenyl-1-hexen-3-one), C1(CC(CCC1)=O)=O (1,3-cyclohexanedione), C(C)(=O)[O-].[NH4+] (ammonium acetate). The solvent is C(C)O (ethanol). Reaction SMILES: [CH3:1][CH:2]([CH3:14])[CH2:3][C:4](=O)[CH:5]=[CH:6][C:7]1[CH:12]=[CH:11][CH:10]=[CH:9][CH:8]=1.[C:15]1(=[O:22])[CH2:20][CH2:19][CH2:18][C:17](=O)[CH2:16]1.C([O-])(=O)C.[NH4+:27]>C(O)C>[CH2:3]([C:4]1[NH:27][C:17]2[CH2:18][CH2:19][CH2:20][C:15](=[O:22])[C:16]=2[CH:6]([C:7]2[CH:12]=[CH:11][CH:10]=[CH:9][CH:8]=2)[CH:5]=1)[CH:2]([CH3:14])[CH3:1] |f:2.3|. Procedure: 5-Methyl-1-phenyl-1-hexen-3-one (5.05 g), 1,3-cyclohexanedione (3.31 g) and ammonium acetate (4.91 g) were combined in 200 mL of ethanol and allowed to reflux for 7 hours. The mixture was evaporated and the residue was purified by chromatography, with ethyl acetate as the eluent, to provide the title compound as a white solid (1.48 g); mp 182°-184° C.; MS: 281 (M); NMR: 0.79 (d,3, J=5.5, CH3), 0.85 (d,3, J=5.5, CH3), 1.73-1.93 (m,5, CH2, CH2, CH), 2.13 (m,2, CH2), 2.42 (m,2, CH2), 4.38 (d,1, J=4... Yield: 19.6%. Product: C(C(C)C)C=1NC=2CCCC(C2C(C1)C1=CC=CC=C1)=O (2-Isobutyl-4-phenyl-4,6,7,8-tetrahydro-5(1H)-quinolone). Reactants: CN(C(C(F)(F)F)=O)C1=C(C=CC=C1)SC1=C(C#N)C=CC=C1 (2-[2-(N-methyl-N-trifluoroacetylamino)phenylthio]benzonitrile), [OH-].[Na+] (sodium hydroxide). The solvent is C(C)O (ethanol). Product: CNC1=C(C=CC=C1)SC1=C(C#N)C=CC=C1 (2-[2-(Methylamino)phenylthio]benzonitrile). Yield: 90.0%. Reaction SMILES: [CH3:1][N:2]([C:9]1[CH:14]=[CH:13][CH:12]=[CH:11][C:10]=1[S:15][C:16]1[CH:23]=[CH:22][CH:21]=[CH:20][C:17]=1[C:18]#[N:19])C(=O)C(F)(F)F.[OH-].[Na+]>C(O)C>[CH3:1][NH:2][C:9]1[CH:14]=[CH:13][CH:12]=[CH:11][C:10]=1[S:15][C:16]1[CH:23]=[CH:22][CH:21]=[CH:20][C:17]=1[C:18]#[N:19] |f:1.2|. Procedure: In 20 ml of ethanol was suspended 2.8 g of 2-[2-(N-methyl-N-trifluoroacetylamino)phenylthio]benzonitrile followed by addition of 4 ml of 10% aqueous sodium hydroxide solution, and the mixture was heated on a water bath for 5 minutes. After cooling, the crystals were collected by filtration and washed with 50% aqueous ethanol to give 1.8 g of the title compound as white crystals. The reactants are ClC1=CC2=C(N3C(=NN=C3CN(C2)C)[C@@H]2CC[C@H](CC2)OC(CO)C)C=C1 ((RS)-trans-2-[4-(8-chloro-5-methyl-5,6-dihydro-4H-2,3,5,10b-tetraaza-benzo[e]azulen-1-yl)-cyclohexyloxy]-propan-1-ol), COCCN(CCOC)S(F)(F)F ([bis(2-methoxyethyl)-amino]sulfur trifluoride), COCCN(CCOC)S(F)(F)F ([bis(2-methoxyethyl)-amino]sulfur trifluoride). Run in ClCCl (dichloromethane). Run at time 18 hour. The product is ClC1=CC2=C(N3C(=NN=C3CN(C2)C)[C@@H]2CC[C@H](CC2)OC(CF)C)C=C1 ((RS)-trans-8-Chloro-1-[4-(2-fluoro-1-methyl-ethoxy)-cyclohexyl]-5-methyl-5,6-dihydro-4H-2,3,5,10b-tetraaza-benzo[e]azulene). The yield is 36.4%. Reaction SMILES: [Cl:1][C:2]1[CH:27]=[CH:26][C:5]2[N:6]3[C:10]([CH2:11][N:12]([CH3:14])[CH2:13][C:4]=2[CH:3]=1)=[N:9][N:8]=[C:7]3[C@H:15]1[CH2:20][CH2:19][C@H:18]([O:21][CH:22]([CH3:25])[CH2:23]O)[CH2:17][CH2:16]1.COCCN(S(F)(F)[F:38])CCOC>ClCCl>[Cl:1][C:2]1[CH:27]=[CH:26][C:5]2[N:6]3[C:10]([CH2:11][N:12]([CH3:14])[CH2:13][C:4]=2[CH:3]=1)=[N:9][N:8]=[C:7]3[C@H:15]1[CH2:20][CH2:19][C@H:18]([O:21][CH:22]([CH3:25])[CH2:23][F:38])[CH2:17][CH2:16]1. Procedure: To a solution of (RS)-trans-2-[4-(8-chloro-5-methyl-5,6-dihydro-4H-2,3,5,10b-tetraaza-benzo[e]azulen-1-yl)-cyclohexyloxy]-propan-1-ol (0.055 g, 0.14 mmol) in dichloromethane (2 ml) was added [bis(2-methoxyethyl)-amino]sulfur trifluoride (0.031 ml, 0.17 mmol) at 0-5° C. Stirring at room temperature for 18 h was followed by addition of further [bis(2-methoxyethyl)-amino]sulfur trifluoride (0.016 ml, 0.08 mmol) and stirring for 4 h. The reaction mixture was partitioned between saturated aqueous sod...